From a dataset of the Open Reaction Database (ORD), a public repository of structured organic reaction records. describe an organic reaction: reactants, conditions, products, and yield The reactants are FCCCBr, O=C([O-])[O-], CN(C)C=O, ClCCl, [K+], [K+], O, O=Cc1cccc(O)c1. Product: O=Cc1cccc(OCCCF)c1. RXN SMILES: [Br:1][CH2:2][CH2:3][CH2:4][F:5].[C:15](=[O:16])([O-:17])[O-:18].[CH3:22][N:23]([CH3:24])[CH:25]=[O:26].[Cl:27][CH2:28][Cl:29].[K+:19].[K+:20].[OH2:21].[OH:6][c:7]1[cH:8][c:9]([CH:10]=[O:11])[cH:12][cH:13][cH:14]1>>[CH2:2]([CH2:3][CH2:4][F:5])[O:6][c:7]1[cH:8][c:9]([CH:10]=[O:11])[cH:12][cH:13][cH:14]1. Starting materials: NC=1C=C(C=CC1)SCC(=O)OC(C)(C)C (tert-butyl (3-aminophenylthio)acetate), ClC(=O)OC(Cl)(Cl)Cl (trichloromethyl chloroformate). The solvent is C1(=CC=CC=C1)C (toluene), C1(=CC=CC=C1)C (toluene). Conditions: temperature 20 celsius, time 2 hour. Product: N(=C=O)C=1C=C(C=CC1)SCC(=O)OC(C)(C)C (tert-butyl (3-isocyanatophenylthio)acetate). RXN SMILES: [NH2:1][C:2]1[CH:3]=[C:4]([S:8][CH2:9][C:10]([O:12][C:13]([CH3:16])([CH3:15])[CH3:14])=[O:11])[CH:5]=[CH:6][CH:7]=1.Cl[C:18](OC(Cl)(Cl)Cl)=[O:19]>C1(C)C=CC=CC=1>[N:1]([C:2]1[CH:3]=[C:4]([S:8][CH2:9][C:10]([O:12][C:13]([CH3:16])([CH3:15])[CH3:14])=[O:11])[CH:5]=[CH:6][CH:7]=1)=[C:18]=[O:19]. Reported procedure: tert-Butyl (3-isocyanatophenylthio)acetate can be obtained in the following manner: a solution of 2.9 g of tert-butyl (3-aminophenylthio)acetate in 25 cm3 of toluene is added dropwise, at a temperature near to -30° C., to a suspension of 0.24 g of carbon in 1.46 cm3 of trichloromethyl chloroformate and 15 cm3 of toluene. The reaction mixture is stirred for 2 hours at a temperature near to 20° C. and then for 2 hours and 30 minutes at a temperature near to 110° C. The reaction mixture is then coo... As a reaction SMILES: [C:1]([C:5]1[CH:11]=[C:10]([OH:12])[CH:9]=[C:8]([C:13]([CH3:16])([CH3:15])[CH3:14])[C:6]=1[OH:7])([CH3:4])([CH3:3])[CH3:2].CCCC[CH2:21][CH3:22].[C:23](OC(=O)C)(=[O:25])[CH3:24].S(=O)(=O)(O)[OH:31]>C(OCC)(=O)C.O>[C:23]([O:7][C:6]1[C:5]([C:1]([CH3:4])([CH3:3])[CH3:2])=[CH:11][C:10]([O:12][C:21](=[O:31])[CH3:22])=[CH:9][C:8]=1[C:13]([CH3:16])([CH3:15])[CH3:14])(=[O:25])[CH3:24]. The product is C(C)(=O)OC1=C(C=C(C=C1C(C)(C)C)OC(C)=O)C(C)(C)C (1,4-diacetoxy-2,6-di-tert-butylbenzene). Run at temperature 50 celsius, time 2 hour. The reactants are C(C)(C)(C)C1=C(O)C(=CC(=C1)O)C(C)(C)C (2,6-di-tert-butylhydroquinone), CCCCCC (hexane), C(C)(=O)OC(C)=O (acetic anhydride), S(O)(O)(=O)=O (sulfuric acid). Procedure: To the 2,6-di-tert-butylhydroquinone obtained in Example 10, 50 mL of hexane, 13.92 g (136.5 mmol) of acetic anhydride and 0.79 g (8.06 mmol) of sulfuric acid were added and the mixture was stirred for 2 hours at 50° C. The mixture was cooled to 10° C. and after adding 30 mL of water and 10 mL of ethyl acetate, the mixture was stirred overnight. The solution was subjected to liquid-liquid separation and the aqueous layer was discarded; thereafter, the organic layer was washed with 40 mL of 7.5% ... Solvent: C(C)(=O)OCC (ethyl acetate), O (water).